From a dataset of the Open Reaction Database (ORD), a public repository of structured organic reaction records. describe an organic reaction: reactants, conditions, products, and yield Yields the product C1(=CC=CC=C1)CC(C(NC1CNCC1)=O)NC(OC(C)(C)C)=O ([1-Phenylmethyl-2-oxo-2-[(3-pyrrolidinyl)amino]ethyl]carbamic acid, 1,1-dimethylethyl ester). As a reaction SMILES: [C:1]1([CH2:7][CH:8]([NH:24][C:25](=[O:31])[O:26][C:27]([CH3:30])([CH3:29])[CH3:28])[C:9](=[O:23])[NH:10][CH:11]2[CH2:15][CH2:14][N:13](CC3C=CC=CC=3)[CH2:12]2)[CH:6]=[CH:5][CH:4]=[CH:3][CH:2]=1.[H][H]>CO.[Pd]>[C:1]1([CH2:7][CH:8]([NH:24][C:25](=[O:31])[O:26][C:27]([CH3:29])([CH3:28])[CH3:30])[C:9](=[O:23])[NH:10][CH:11]2[CH2:15][CH2:14][NH:13][CH2:12]2)[CH:6]=[CH:5][CH:4]=[CH:3][CH:2]=1. Solvent: CO (methanol). The reactants are C1(=CC=CC=C1)CC(C(NC1CN(CC1)CC1=CC=CC=C1)=O)NC(OC(C)(C)C)=O ([1-phenylmethyl-2-oxo-2-[(1-(phenylmethyl)-3-pyrrolidinyl)amino]ethyl]carbamic acid, 1,1-dimethylethyl ester), [H][H] (hydrogen). Procedure: A solution of 21.2 g (50 mmol) of [R-(R*,S*)]-[1-phenylmethyl-2-oxo-2-[(1-(phenylmethyl)-3-pyrrolidinyl)amino]ethyl]carbamic acid, 1,1-dimethylethyl ester in 200 ml of methanol was treated with 1.0 g of 20% palladium on carbon and shaken in a hydrogen atmosphere at pressures of 32.5-53.4 psi and temperatures of 23.0°-27.5° for 18 hours. The catalyst was removed by filtration and the solvent was removed in vacuo to give 16.3 g of the title compound. The reagents and catalysts are [Pd] (palladium on carbon). The reactants are C1CCOC1.O (THF H2O), COC(C1=CC(=CC(=C1)OS(=O)(=O)C(F)(F)F)OCC1=CC=CC=C1)=O (3-benzyloxy-5-trifluoromethanesulfonyloxy-benzoic acid methyl ester), C1(=CC=CC=C1)B(O)O (phenylboronic acid), C([O-])([O-])=O.[K+].[K+] (potassium carbonate). Reagents/catalysts: C=1C=CC(=CC1)[P](C=2C=CC=CC2)(C=3C=CC=CC3)[Pd]([P](C=4C=CC=CC4)(C=5C=CC=CC5)C=6C=CC=CC6)([P](C=7C=CC=CC7)(C=8C=CC=CC8)C=9C=CC=CC9)[P](C=1C=CC=CC1)(C=1C=CC=CC1)C=1C=CC=CC1 (Pd(PPh3)4). Run in C(C)OCC (diethyl ether). Conditions: temperature 130 celsius. The product is COC(=O)C=1C=C(C=C(C1)OCC1=CC=CC=C1)C1=CC=CC=C1 (5-benzyloxybiphenyl-3-carboxylic acid methyl ester). Isolated yield 90.8%. As a reaction SMILES: C1COCC1.O.[CH3:7][O:8][C:9](=[O:32])[C:10]1[CH:15]=[C:14](OS(C(F)(F)F)(=O)=O)[CH:13]=[C:12]([O:24][CH2:25][C:26]2[CH:31]=[CH:30][CH:29]=[CH:28][CH:27]=2)[CH:11]=1.[C:33]1(B(O)O)[CH:38]=[CH:37][CH:36]=[CH:35][CH:34]=1.C(=O)([O-])[O-].[K+].[K+]>C(OCC)C.C1C=CC([P]([Pd]([P](C2C=CC=CC=2)(C2C=CC=CC=2)C2C=CC=CC=2)([P](C2C=CC=CC=2)(C2C=CC=CC=2)C2C=CC=CC=2)[P](C2C=CC=CC=2)(C2C=CC=CC=2)C2C=CC=CC=2)(C2C=CC=CC=2)C2C=CC=CC=2)=CC=1>[CH3:7][O:8][C:9]([C:10]1[CH:15]=[C:14]([C:33]2[CH:38]=[CH:37][CH:36]=[CH:35][CH:34]=2)[CH:13]=[C:12]([O:24][CH2:25][C:26]2[CH:31]=[CH:30][CH:29]=[CH:28][CH:27]=2)[CH:11]=1)=[O:32] |f:0.1,4.5.6,^1:56,58,77,96|. Reported procedure: To a mixture of THF/H2O (5 mL, v/v=4:1) in a microwave vial was added 3-benzyloxy-5-trifluoromethanesulfonyloxy-benzoic acid methyl ester (100 mg, 0.256 mmol), phenylboronic acid (34 mg, 0.281 mmol), potassium carbonate (71 mg, 0.512 mmol), and Pd(PPh3)4 (15 mg, 0.02 mmol). The reaction vessel was sealed and subjected to microwave heating for 5 min at 130° C. After cooling, it was diluted with diethyl ether and washed with brine, dried (MgSO4), and evaporated. The residue was subjected to chroma... The reactants are C[Si](C)(C)I, CC#N, COCC(C)Oc1cc(Oc2cc3c(cc2F)S(=O)(=O)CCCO3)cc(C(=O)Nc2cnc(C)cn2)c1, [Na+], [Na+], O=S([O-])([O-])=S. Product: Cc1cnc(NC(=O)c2cc(Oc3cc4c(cc3F)S(=O)(=O)CCCO4)cc(OC(C)CO)c2)cn1. As a reaction SMILES: [CH3:38][Si:39]([I:40])([CH3:41])[CH3:42].[CH3:50][C:51]#[N:52].[F:1][c:2]1[c:3]([O:15][c:16]2[cH:17][c:18]([C:19](=[O:20])[NH:21][c:22]3[n:23][cH:24][c:25]([CH3:28])[n:26][cH:27]3)[cH:29][c:30]([O:32][CH:33]([CH2:34][O:35][CH3:36])[CH3:37])[cH:31]2)[cH:4][c:5]2[c:6]([cH:14]1)[S:7](=[O:12])(=[O:13])[CH2:8][CH2:9][CH2:10][O:11]2.[Na+:48].[Na+:49].[S:43]([O-:44])([O-:45])(=[O:46])=[S:47]>>[F:1][c:2]1[c:3]([O:15][c:16]2[cH:17][c:18]([C:19](=[O:20])[NH:21][c:22]3[n:23][cH:24][c:25]([CH3:28])[n:26][cH:27]3)[cH:29][c:30]([O:32][CH:33]([CH2:34][OH:35])[CH3:37])[cH:31]2)[cH:4][c:5]2[c:6]([cH:14]1)[S:7](=[O:12])(=[O:13])[CH2:8][CH2:9][CH2:10][O:11]2. The reactants are CC(c1ccc(Br)cc1)N1CCC(CCCO)(c2ccc(F)cc2)OC1=O, Clc1ccncn1. Product: CC(c1ccc(-c2ccncn2)cc1)N1CCC(CCCO)(c2ccc(F)cc2)OC1=O. Reaction SMILES: [Br:1][c:2]1[cH:3][cH:4][c:5]([CH:8]([CH3:9])[N:10]2[C:11](=[O:27])[O:12][C:13]([CH2:16][CH2:17][CH2:18][OH:19])([c:20]3[cH:21][cH:22][c:23]([F:26])[cH:24][cH:25]3)[CH2:14][CH2:15]2)[cH:6][cH:7]1.[Cl:28][c:29]1[n:30][cH:31][n:32][cH:33][cH:34]1>>[c:2]1(-[c:29]2[n:30][cH:31][n:32][cH:33][cH:34]2)[cH:3][cH:4][c:5]([CH:8]([CH3:9])[N:10]2[C:11](=[O:27])[O:12][C:13]([CH2:16][CH2:17][CH2:18][OH:19])([c:20]3[cH:21][cH:22][c:23]([F:26])[cH:24][cH:25]3)[CH2:14][CH2:15]2)[cH:6][cH:7]1.